Dataset: the Open Reaction Database (ORD), a public repository of structured organic reaction records. Task: describe an organic reaction: reactants, conditions, products, and yield Reactants: BrCCCCCCCOc1ccc(-c2ccc(Br)cc2)cc1, CCCC[N+](CCCC)(CCCC)CCCC, CCOC(C)=O, [F-], O. The product is FCCCCCCCOc1ccc(-c2ccc(Br)cc2)cc1. RXN SMILES: [Br:1][CH2:2][CH2:3][CH2:4][CH2:5][CH2:6][CH2:7][CH2:8][O:9][c:10]1[cH:11][cH:12][c:13](-[c:16]2[cH:17][cH:18][c:19]([Br:22])[cH:20][cH:21]2)[cH:14][cH:15]1.[CH2:24]([N+:25]([CH2:26][CH2:27][CH2:28][CH3:29])([CH2:30][CH2:31][CH2:32][CH3:33])[CH2:34][CH2:35][CH2:36][CH3:37])[CH2:38][CH2:39][CH3:40].[CH3:41][CH2:42][O:43][C:44](=[O:45])[CH3:46].[F-:23].[OH2:47]>>[CH2:2]([CH2:3][CH2:4][CH2:5][CH2:6][CH2:7][CH2:8][O:9][c:10]1[cH:11][cH:12][c:13](-[c:16]2[cH:17][cH:18][c:19]([Br:22])[cH:20][cH:21]2)[cH:14][cH:15]1)[F:23].